This data is from the Open Reaction Database (ORD), a public repository of structured organic reaction records. The task is: describe an organic reaction: reactants, conditions, products, and yield The reactants are CCOC(C)=O, CS(=O)(=O)O, CCC(CC(=O)O)Nc1ccc(C(F)(F)F)cc1, [Na+], [OH-]. Yields the product CCC1CC(=O)c2cc(C(F)(F)F)ccc2N1. As a reaction SMILES: [CH3:21][CH2:22][O:23][C:24](=[O:25])[CH3:26].[CH3:27][S:28](=[O:29])(=[O:30])[OH:31].[F:1][C:2]([c:3]1[cH:4][cH:5][c:6]([NH:9][CH:10]([CH2:11][C:12](=[O:13])[OH:14])[CH2:15][CH3:16])[cH:7][cH:8]1)([F:17])[F:18].[Na+:20].[OH-:19]>>[F:1][C:2]([c:3]1[cH:4][c:5]2[c:6]([cH:7][cH:8]1)[NH:9][CH:10]([CH2:15][CH3:16])[CH2:11][C:12]2=[O:14])([F:17])[F:18]. The reactants are COC(=O)c1cc(Cl)ccc1NC(=O)COCC(=O)Nc1cccc(Br)c1, OB(O)c1ccsc1. Yields the product COC(=O)c1cc(Cl)ccc1NC(=O)COCC(=O)Nc1cccc(-c2ccsc2)c1. RXN SMILES: [CH3:9][O:10][C:11]([c:12]1[c:13]([NH:19][C:20]([CH2:21][O:22][CH2:23][C:24](=[O:25])[NH:26][c:27]2[cH:28][c:29]([Br:33])[cH:30][cH:31][cH:32]2)=[O:34])[cH:14][cH:15][c:16]([Cl:18])[cH:17]1)=[O:35].[s:1]1[cH:2][c:3]([B:6]([OH:7])[OH:8])[cH:4][cH:5]1>>[s:1]1[cH:2][c:3](-[c:29]2[cH:28][c:27]([NH:26][C:24]([CH2:23][O:22][CH2:21][C:20]([NH:19][c:13]3[c:12]([C:11]([O:10][CH3:9])=[O:35])[cH:17][c:16]([Cl:18])[cH:15][cH:14]3)=[O:34])=[O:25])[cH:32][cH:31][cH:30]2)[cH:4][cH:5]1. Reactants: ClCCNC(=O)N(C1[C@H](O)[C@@H](O)[C@@H](O)[C@H](O1)CO)CC1CCCO1 (1-(2-chloroethyl)-3-tetrahydrofurfuryl-3-(D-galactopyranosyl)urea), [N+](=O)([N+](=O)[O-])[O-] (nitrogen tetroxide). Product: ClCCN(C(=O)N(C1[C@H](O)[C@@H](O)[C@@H](O)[C@H](O1)CO)CC1CCCO1)N=O (1-(2-chloroethyl)-1-nitroso-3-tetrahydrofurfuryl-3-(D-galactopyranosyl)urea). Yield: 72.7%. As a reaction SMILES: [Cl:1][CH2:2][CH2:3][NH:4][C:5]([N:7]([CH2:19][CH:20]1[O:24][CH2:23][CH2:22][CH2:21]1)[CH:8]1[O:16][C@H:15]([CH2:17][OH:18])[C@H:13]([OH:14])[C@H:11]([OH:12])[C@H:9]1[OH:10])=[O:6].[N+:25]([O-])([N+]([O-])=O)=[O:26]>>[Cl:1][CH2:2][CH2:3][N:4]([N:25]=[O:26])[C:5]([N:7]([CH2:19][CH:20]1[O:24][CH2:23][CH2:22][CH2:21]1)[CH:8]1[O:16][C@H:15]([CH2:17][OH:18])[C@H:13]([OH:14])[C@H:11]([OH:12])[C@H:9]1[OH:10])=[O:6]. Reported procedure: 3.7 g of 1-(2-chloroethyl)-3-tetrahydrofurfuryl-3-(D-galactopyranosyl)urea and 6 g of nitrogen tetroxide gas are treated in the same manner as described in Example 23-(2). 2.9 g of 1-(2-chloroethyl)-1-nitroso-3-tetrahydrofurfuryl-3-(D-galactopyranosyl)urea are thereby obtained as yellow caramel. Starting materials: CO, [H][H], COc1cccc2sc(-c3ccc([N+](=O)[O-])cc3)cc12. Product: COc1cccc2sc(-c3ccc(N)cc3)cc12. RXN SMILES: [CH3:23][OH:24].[H:21][H:22].[N+:1]([O-:2])(=[O:3])[c:4]1[cH:5][cH:6][c:7](-[c:10]2[s:11][c:12]3[c:13]([cH:14]2)[c:15]([O:19][CH3:20])[cH:16][cH:17][cH:18]3)[cH:8][cH:9]1>>[NH2:1][c:4]1[cH:5][cH:6][c:7](-[c:10]2[s:11][c:12]3[c:13]([cH:14]2)[c:15]([O:19][CH3:20])[cH:16][cH:17][cH:18]3)[cH:8][cH:9]1. Starting materials: ClC=1C=C(C=CC1)C1=NCC(N(C2=C1C=C(C=C2)C(C2=CN=CN2C)(O)C2=CC=C(C=C2)Cl)C)=O (5-(3-chlorophenyl)-7-[(4-chlorophenyl)hydroxy(1-methyl-1H-imidazol-5-yl)methyl]-1,3-dihydro-1-methyl-2H-1,4-benzodiazepin-2-one), S(=O)(Cl)Cl (thionyl chloride). Conditions: temperature 5 celsius, time 6 hour. Product: ClC(C=1C=CC2=C(C(=NCC(N2C)=O)C2=CC(=CC=C2)Cl)C1)(C1=CN=CN1C)C1=CC=C(C=C1)Cl (7-[chloro(4-chlorophenyl)(1-methyl-1H-imidazol-5-yl)methyl]-5-(3-chlorophenyl)-1,3dihydro-1-methyl-2H-1,4-benzodiazepin-2-one). RXN SMILES: [Cl:1][C:2]1[CH:3]=[C:4]([C:8]2[C:14]3[CH:15]=[C:16]([C:19]([C:27]4[CH:32]=[CH:31][C:30]([Cl:33])=[CH:29][CH:28]=4)(O)[C:20]4[N:24]([CH3:25])[CH:23]=[N:22][CH:21]=4)[CH:17]=[CH:18][C:13]=3[N:12]([CH3:34])[C:11](=[O:35])[CH2:10][N:9]=2)[CH:5]=[CH:6][CH:7]=1.S(Cl)([Cl:38])=O>>[Cl:38][C:19]([C:27]1[CH:32]=[CH:31][C:30]([Cl:33])=[CH:29][CH:28]=1)([C:20]1[N:24]([CH3:25])[CH:23]=[N:22][CH:21]=1)[C:16]1[CH:17]=[CH:18][C:13]2[N:12]([CH3:34])[C:11](=[O:35])[CH2:10][N:9]=[C:8]([C:4]3[CH:5]=[CH:6][CH:7]=[C:2]([Cl:1])[CH:3]=3)[C:14]=2[CH:15]=1. Procedure details: 5-(3-chlorophenyl)-7-[(4-chlorophenyl)hydroxy(1-methyl-1H-imidazol-5-yl)methyl]-1,3-dihydro-1-methyl-2H-1,4-benzodiazepin-2-one (see Example B8) (0.0075 mol) was added portionwise at 5° C. to thionyl chloride (40 ml). The mixture was stirred at 5° C. for 6 hours. The solvent was evaporated till dryness. The product was used without further purification, yielding 7-[chloro(4-chlorophenyl)(1-methyl-1H-imidazol-5-yl)methyl]-5-(3-chlorophenyl)-1,3dihydro-1-methyl-2H-1,4-benzodiazepin-2-one. Starting materials: ClC1=C(C=C(C=C1)OC)[N+](=O)[O-] (1-chloro-4-methoxy-2-nitrobenzene), CC1(OB(OC1(C)C)C(=C)C)C (4,4,5,5-tetramethyl-2-(prop-1-en-2-yl)-1,3,2-dioxaborolane), C([O-])([O-])=O.[Na+].[Na+] (sodium carbonate), O1CCOCC1.O (dioxane water). The reagents and catalysts are Cl[Pd]([P](C1=CC=CC=C1)(C2=CC=CC=C2)C3=CC=CC=C3)([P](C4=CC=CC=C4)(C5=CC=CC=C5)C6=CC=CC=C6)Cl (bis(triphenylphosphine)palladium(II) chloride). The solvent is O (water). Run at temperature 80 celsius. Yields the product COC1=CC(=C(C=C1)C(=C)C)[N+](=O)[O-] (4-methoxy-2-nitro-1-(prop-1-en-2-yl)benzene). The yield is 52.9%. Reaction SMILES: Cl[C:2]1[CH:7]=[CH:6][C:5]([O:8][CH3:9])=[CH:4][C:3]=1[N+:10]([O-:12])=[O:11].[CH3:13][C:14]1(C)[C:18](C)(C)OB(C(C)=C)O1.C(=O)([O-])[O-].[Na+].[Na+].O1CCOCC1.O>O.Cl[Pd](Cl)([P](C1C=CC=CC=1)(C1C=CC=CC=1)C1C=CC=CC=1)[P](C1C=CC=CC=1)(C1C=CC=CC=1)C1C=CC=CC=1>[CH3:9][O:8][C:5]1[CH:6]=[CH:7][C:2]([C:14]([CH3:18])=[CH2:13])=[C:3]([N+:10]([O-:12])=[O:11])[CH:4]=1 |f:2.3.4,5.6,^1:41,60|. Procedure: To 1-chloro-4-methoxy-2-nitrobenzene (5.03 g, 26.8 mmol), 4,4,5,5-tetramethyl-2-(prop-1-en-2-yl)-1,3,2-dioxaborolane (5.41 g, 32.2 mmol), bis(triphenylphosphine)palladium(II) chloride (1.50 g, 2.15 mmol), and sodium carbonate (3.41 g, 32.2 mmol) was added dioxane/water (4:1, 100 mL:25 mL). The reaction was heated at 80° C. for 5 hours. The reaction was cooled to room temperature overnight. The reaction mixture was diluted with water, extracted with ethyl acetate (3×), dried over sodium sulfate, ... The reactants are CCO, Cl, [K+], CCOC(=O)c1ccc(NCCOc2ccccc2)cc1, [OH-], O, O. Yields the product O=C(O)c1ccc(NCCOc2ccccc2)cc1. As a reaction SMILES: [CH2:25]([OH:26])[CH3:27].[ClH:28].[K+:23].[O:1]([c:2]1[cH:3][cH:4][cH:5][cH:6][cH:7]1)[CH2:8][CH2:9][NH:10][c:11]1[cH:12][cH:13][c:14]([C:15](=[O:16])[O:17][CH2:18][CH3:19])[cH:20][cH:21]1.[OH-:22].[OH2:24].[OH2:29]>>[O:1]([c:2]1[cH:3][cH:4][cH:5][cH:6][cH:7]1)[CH2:8][CH2:9][NH:10][c:11]1[cH:12][cH:13][c:14]([C:15](=[O:16])[OH:17])[cH:20][cH:21]1.